The task is: describe an organic reaction: reactants, conditions, products, and yield. This data is from the Open Reaction Database (ORD), a public repository of structured organic reaction records. Reactants: IC1=CC(=C(S1)C)CC1=CC=C(C=C1)O (4-((5-iodo-2-methylthiophen-3-yl)methyl)phenol), CC(C)(C)[Si](C)(C)Cl (TBDMSCl), N1C=NC=C1 (imidazole). The reagents and catalysts are CN(C)C=1C=CN=CC1 (DMAP). The solvent is CN(C)C=O (DMF). Conditions: time 15 hour. Product: C(C)(C)(C)[Si](C)(C)OC1=CC=C(C=C1)CC1=C(SC(=C1)I)C (tert-butyl(4-((5-iodo-2-methylthiophen-3-yl)methyl)phenoxy)dimethylsilane). Isolated yield 89.2%. As a reaction SMILES: [I:1][C:2]1[S:6][C:5]([CH3:7])=[C:4]([CH2:8][C:9]2[CH:14]=[CH:13][C:12]([OH:15])=[CH:11][CH:10]=2)[CH:3]=1.[CH3:16][C:17]([Si:20](Cl)([CH3:22])[CH3:21])([CH3:19])[CH3:18].N1C=CN=C1>CN(C=O)C.CN(C1C=CN=CC=1)C>[C:17]([Si:20]([O:15][C:12]1[CH:13]=[CH:14][C:9]([CH2:8][C:4]2[CH:3]=[C:2]([I:1])[S:6][C:5]=2[CH3:7])=[CH:10][CH:11]=1)([CH3:22])[CH3:21])([CH3:19])([CH3:18])[CH3:16]. Procedure: To a solution of phenol 23 (0.54 g, 1.64 mmol) in DMF (15 mL) were added TBDMSCl (1M in CH2Cl2, 3.5 mL, 3.28 mmol), imidazole (0.35 g, 4.92 mmol) and DMAP (50 mg, 0.33 mmol) at room temperature. The mixture was stirred at ambient temperature for 15 hours. The mixture was extracted with EtOAc/H2O (50 mL/150 mL). The organic layer was dried over MgSO4, filtered, and concentrated in vacuo. The residue was purified by silica column chromatography (Biotage) to provide the title compound 24 (0.65 g, 8... The reactants are CCOC(=O)C1(NC(=O)c2ccncc2F)Cc2ccccc2C1, C1COCCO1, C1CCNCC1, ClCCl. Product: CCOC(=O)C1(NC(=O)c2ccncc2N2CCCCC2)Cc2ccccc2C1. As a reaction SMILES: [CH2:1]([CH3:2])[O:3][C:4](=[O:5])[C:6]1([NH:15][C:16](=[O:17])[c:18]2[c:19]([F:24])[cH:20][n:21][cH:22][cH:23]2)[CH2:7][c:8]2[cH:9][cH:10][cH:11][cH:12][c:13]2[CH2:14]1.[CH2:25]1[O:26][CH2:27][CH2:28][O:29][CH2:30]1.[CH2:31]1[CH2:32][CH2:33][NH:34][CH2:35][CH2:36]1.[Cl:37][CH2:38][Cl:39]>>[CH2:1]([CH3:2])[O:3][C:4](=[O:5])[C:6]1([NH:15][C:16](=[O:17])[c:18]2[c:19]([N:34]3[CH2:33][CH2:32][CH2:31][CH2:36][CH2:35]3)[cH:20][n:21][cH:22][cH:23]2)[CH2:7][c:8]2[cH:9][cH:10][cH:11][cH:12][c:13]2[CH2:14]1. Reactants: O (water), [H-].[Na+] (sodium hydride), CI (methyl iodide), C(CCC)P(OCC)=O (ethyl n-butylphosphinate). The solvent is ClCCl (dichloromethane), O1CCCC1 (tetrahydrofuran), O1CCCC1 (tetrahydrofuran). Product: C(CCC)P(OCC)(=O)C (ethyl n-butyl-(methyl)phosphinate). Reaction SMILES: [H-].[Na+].[CH2:3]([PH:7](=[O:11])[O:8][CH2:9][CH3:10])[CH2:4][CH2:5][CH3:6].[CH3:12]I.O>O1CCCC1.ClCCl>[CH2:3]([P:7]([CH3:12])(=[O:11])[O:8][CH2:9][CH3:10])[CH2:4][CH2:5][CH3:6] |f:0.1|. Procedure: A suspension of 8.0 g of sodium hydride (55% dispersion in oil) in 35 ml of anhydrous tetrahydrofuran under an inert atmosphere is treated with 35 ml of an anhydrous tetrahydrofuran solution of 25 g of ethyl n-butylphosphinate. The resulting suspension is stirred at room temperature for 1 hour before dropwise addition of 32 ml of methyl iodide. After 3 hours stirring at room temperature 10 ml of water are carefully added followed by 200 ml of dichloromethane. Separation of the organic layer, dry... The reactants are COC1=C(NC=CC1=O)C (3-Methoxy-2-methyl-4(1H)-pyridone), C(CC)I (propyl iodide). Reagents/catalysts: [Ag]=O (silver oxide). Solvent: C(Cl)(Cl)Cl (chloroform), CN(C=O)C (dimethylformamide). Conditions: time 5 hour. Product: COC=1C(=NC=CC1OCCC)C (3-methoxy-2-methyl-4-propoxypyridine). As a reaction SMILES: [CH3:1][O:2][C:3]1[C:8](=[O:9])[CH:7]=[CH:6][NH:5][C:4]=1[CH3:10].[CH2:11](I)[CH2:12][CH3:13]>CN(C)C=O.C(Cl)(Cl)Cl.[Ag]=O>[CH3:1][O:2][C:3]1[C:4]([CH3:10])=[N:5][CH:6]=[CH:7][C:8]=1[O:9][CH2:11][CH2:12][CH3:13]. Procedure details: 3-Methoxy-2-methyl-4(1H)-pyridone(1.39 g) and propyl iodide (2.0 ml) were dissolved in dimethylformamide (20 ml), to which silver oxide (2.31 g) was added in small portions and stirred vigorously at room temperature for 5 hours. The reaction mixture was diluted with chloroform (100 ml), washed with water, dried and evaporated. The residue was purified by flash chromatography (chloroform) on silica gel, to give 3-methoxy-2-methyl-4-propoxypyridine (1.7 g) as a light brown oil. Reactants: C(C)N(C(C)C)C(C)C (N-Ethyldiisopropylamine), C1N(CC2C1CNC2)C(=O)OC(C)(C)C (tert-Butyl hexahydropyrrolo[3,4-c]pyrrole-2(1H)-carboxylate), BrC1=CC=C(C(=O)Cl)C=C1 (4-bromobenzoyl chloride). The solvent is C(Cl)Cl (DCM), C(Cl)Cl (DCM). Conditions: temperature 0 celsius, time 14 hour. Yields the product C(C)(C)(C)OC(=O)N1CC2CN(CC2C1)C(C1=CC=C(C=C1)Br)=O (5-(4-bromo-benzoyl)-hexahydro-pyrrolo[3,4-c]pyrrole-2-carboxylic acid tert-butyl ester). The yield is 90.9%. Reaction SMILES: [CH2:1]1[CH:5]2[CH2:6][NH:7][CH2:8][CH:4]2[CH2:3][N:2]1[C:9]([O:11][C:12]([CH3:15])([CH3:14])[CH3:13])=[O:10].C(N(C(C)C)C(C)C)C.[Br:25][C:26]1[CH:34]=[CH:33][C:29]([C:30](Cl)=[O:31])=[CH:28][CH:27]=1>C(Cl)Cl>[C:12]([O:11][C:9]([N:2]1[CH2:3][CH:4]2[CH:5]([CH2:6][N:7]([C:30](=[O:31])[C:29]3[CH:33]=[CH:34][C:26]([Br:25])=[CH:27][CH:28]=3)[CH2:8]2)[CH2:1]1)=[O:10])([CH3:15])([CH3:14])[CH3:13]. Reported procedure: 1.1 tert-Butyl hexahydropyrrolo[3,4-c]pyrrole-2(1H)-carboxylate (0.65 g; 3.06 mmol) is dissolved in 20 ml of DCM. N-Ethyldiisopropylamine for synthesis (1.56 ml; 9.19 mmol) is added and the mixture cooled to 0° C. Now 4-bromobenzoyl chloride for synthesis (0.74 g; 3.37 mmol) is dissolved in 10 ml of DCM and added dropwise to the reaction, followed by stirring at RT for 14 h. The reaction mixture is extracted with 50 ml of water. The organic layer is separated, dried over MgSO4, filtered off and ... RXN SMILES: [F:1][C:2]1[C:22]([O:23][CH2:24][CH2:25][CH2:26][N:27]2[CH2:32][CH2:31][CH2:30][CH2:29][CH2:28]2)=[CH:21][C:5]2[NH:6][C:7]([C:9]3[C:13]([NH2:14])=[CH:12][N:11]([CH:15]4[CH2:20][CH2:19][CH2:18][CH2:17][O:16]4)[N:10]=3)=[N:8][C:4]=2[CH:3]=1.[CH2:33]([N:35]([CH2:39][CH3:40])[C:36](Cl)=[O:37])[CH3:34].C(N(CC)C(C)C)(C)C>O1CCCC1>[CH2:33]([N:35]([CH2:39][CH3:40])[C:36]([NH:14][C:13]1[C:9]([C:7]2[NH:6][C:5]3[CH:21]=[C:22]([O:23][CH2:24][CH2:25][CH2:26][N:27]4[CH2:32][CH2:31][CH2:30][CH2:29][CH2:28]4)[C:2]([F:1])=[CH:3][C:4]=3[N:8]=2)=[N:10][N:11]([CH:15]2[CH2:20][CH2:19][CH2:18][CH2:17][O:16]2)[CH:12]=1)=[O:37])[CH3:34]. The solvent is O1CCCC1 (tetrahydrofuran). Conditions: temperature 50 celsius. Yields the product C(C)N(C(=O)NC=1C(=NN(C1)C1OCCCC1)C1=NC2=C(N1)C=C(C(=C2)F)OCCCN2CCCCC2)CC (1,1-diethyl-3-[3-[5-fluoro-6-(3-piperidin-1-ylpropoxy)-1H-benzimidazol-2-yl]-1-(tetrahydropyran-2-yl)-1H-pyrazol-4-yl]urea). Starting materials: FC1=CC2=C(NC(=N2)C2=NN(C=C2N)C2OCCCC2)C=C1OCCCN1CCCCC1 (3-[5-fluoro-6-(3-piperidin-1-ylpropoxy)-1H-benzimidazol-2-yl]-1-(tetrahydropyran-2-yl)-1H-pyrazol-4-ylamine), C(C)N(C(=O)Cl)CC (diethylcarbamoyl chloride), C(C)(C)N(C(C)C)CC (N,N-diisopropylethylamine). Reported procedure: 130 mg of 3-[5-fluoro-6-(3-piperidin-1-ylpropoxy)-1H-benzimidazol-2-yl]-1-(tetrahydropyran-2-yl)-1H-pyrazol-4-ylamine are solubilized in 10 mL of tetrahydrofuran and then 372 μl of diethylcarbamoyl chloride and 487 μL of N,N-diisopropylethylamine are added. The reaction medium is heated at 50° C. over night. The solvent is evaporated off under vacuum in a rotary evaporator and the reaction crude is purified by flash chromatography on a 4 g silica cartridge, eluent: 100/0 to 80/20 dichloromethane... Starting materials: O=C([O-])[O-], CON, Cc1ccccc1, Cn1nc(-c2cc(C=C(Cl)C(=O)Cl)c(Cl)cc2F)c(Cl)c1OC(F)F, Cl, [K+], [K+], O. Yields the product CONC(=O)C(Cl)=Cc1cc(-c2nn(C)c(OC(F)F)c2Cl)c(F)cc1Cl. Reaction SMILES: [C:26](=[O:27])([O-:28])[O-:29].[CH3:33][O:34][NH2:35].[CH3:36][c:37]1[cH:38][cH:39][cH:40][cH:41][cH:42]1.[Cl:1][C:2]([C:3](=[O:4])[Cl:5])=[CH:6][c:7]1[c:8]([Cl:25])[cH:9][c:10]([F:24])[c:11](-[c:13]2[n:14][n:15]([CH3:23])[c:16]([O:19][CH:20]([F:21])[F:22])[c:17]2[Cl:18])[cH:12]1.[ClH:32].[K+:30].[K+:31].[OH2:43]>>[Cl:1][C:2]([C:3](=[O:4])[NH:35][O:34][CH3:33])=[CH:6][c:7]1[c:8]([Cl:25])[cH:9][c:10]([F:24])[c:11](-[c:13]2[n:14][n:15]([CH3:23])[c:16]([O:19][CH:20]([F:21])[F:22])[c:17]2[Cl:18])[cH:12]1. Starting materials: OC1=C(C(N(C2=NC=CC=C12)C1=CC=CC=C1)=O)C(CC1=CC=C(C=C1)OC)=O (4-hydroxy-3-[1-oxo-2-(4-methoxyphenyl)ethyl]-1-phenyl-1,8-naphthyridin-2 (1H)-one), O.NN (hydrazine monohydrate). Solvent: CN(C)C=O (DMF). The product is COC1=CC=C(CC2=NNC3=C2C(N(C=2N=CC=CC32)C3=CC=CC=C3)=O)C=C1 (3-(4-methoxybenzyl)-5-phenyl-1H-pyrazolo[4,3-c][1,8]naphthyridin-4 (5H)-one). Isolated yield 88.5%. RXN SMILES: O[C:2]1[C:11]2[C:6](=[N:7][CH:8]=[CH:9][CH:10]=2)[N:5]([C:12]2[CH:17]=[CH:16][CH:15]=[CH:14][CH:13]=2)[C:4](=[O:18])[C:3]=1[C:19](=O)[CH2:20][C:21]1[CH:26]=[CH:25][C:24]([O:27][CH3:28])=[CH:23][CH:22]=1.O.[NH2:31][NH2:32]>CN(C=O)C>[CH3:28][O:27][C:24]1[CH:23]=[CH:22][C:21]([CH2:20][C:19]2[C:3]3[C:4](=[O:18])[N:5]([C:12]4[CH:17]=[CH:16][CH:15]=[CH:14][CH:13]=4)[C:6]4[N:7]=[CH:8][CH:9]=[CH:10][C:11]=4[C:2]=3[NH:32][N:31]=2)=[CH:26][CH:25]=1 |f:1.2|. Reported procedure: To a suspension of 4-hydroxy-3-[1-oxo-2-(4-methoxyphenyl)ethyl]-1-phenyl-1,8-naphthyridin-2 (1H)-one (50 mg, 0.13 mmol, prepared in Synthetic Example 15) in DMF (1 ml) was added hydrazine monohydrate (80%, 1 ml, 24.96 mmol, 192 eq.), and the mixture was treated in the same manner as in Example 16 to give 3-(4-methoxybenzyl)-5-phenyl-1H-pyrazolo[4,3-c][1,8]naphthyridin-4 (5H)-one (44 mg, 89%).